The task is: describe an organic reaction: reactants, conditions, products, and yield. This data is from the Open Reaction Database (ORD), a public repository of structured organic reaction records. Reactants: O=C[C@H](O)[C@@H](O)[C@H](O)[C@H](O)CO (glucose), OC1=C(C=C(C=C1)C(C)(C)C)N1N=C2C(=[N+]1[O-])C=CC=C2 (2-(2'-hydroxy-5'-t-butylphenyl)benzotriazole-N-oxide), S(O)(O)(=O)=O (sulfuric acid). The reagents and catalysts are C1=CC=CC=2C3=CC=CC=C3C(C12)=O (9-fluorenone). Reaction conditions: time 6 hour. Product: OC1=C(C=C(C=C1)C(C)(C)C)N1N=C2C(=N1)C=CC=C2 (2-(2'-hydroxy-5'-t-butylphenyl)benzotriazole). RXN SMILES: O=C[C@@H]([C@H]([C@@H]([C@@H](CO)O)O)O)O.[OH:13][C:14]1[CH:19]=[CH:18][C:17]([C:20]([CH3:23])([CH3:22])[CH3:21])=[CH:16][C:15]=1[N:24]1[N+:28]([O-])=[C:27]2[CH:30]=[CH:31][CH:32]=[CH:33][C:26]2=[N:25]1.S(=O)(=O)(O)O>C1C2C(=O)C3C(=CC=CC=3)C=2C=CC=1>[OH:13][C:14]1[CH:19]=[CH:18][C:17]([C:20]([CH3:23])([CH3:22])[CH3:21])=[CH:16][C:15]=1[N:24]1[N:28]=[C:27]2[CH:30]=[CH:31][CH:32]=[CH:33][C:26]2=[N:25]1. Reported procedure: Example 7 of U.S. Pat. No. 4,835,284 is duplicated. 97% sodium hydroxide (14.4 g) is added to a mixture of methanol (72 ml) and water (36 ml). 2-nitro-2'-hydroxy-5'-t-butylazobenzene (15.0 g) is then added to the resultant mixture and the mixture is heated to 45°-5020 C. Hydroquinone (0.4 g) and then glucose (5.0 g) are added to the heated mixture over 30 minutes while stirring. The mixture is further stirred for one hour. As this result, the azobenzene disappears to produce 2-(2'-hydroxy-5'-t-b... Reactants: BrC1=C(C=CC=C1)CCC(=O)N(NC(C1=CC=CC=C1)=O)C(C)C (benzoic acid N′-[3-(2-bromo-phenyl)-propionyl]-N′-isopropyl-hydrazide), COCCOC (DME), C(C)(C)C=1C=C(C=CC1)B(O)O (3-isopropyl-phenylboronic acid), Pd[PPh3]4. Product: C(C)(C)C=1C=C(C=CC1)C1=C(C=CC=C1)CCC(=O)N(NC(C1=CC=CC=C1)=O)C(C)C (Benzoic acid N′-[3-(3′-isopropyl-biphenyl-2-yl)-propionyl]-N′-isopropyl-hydrazide). The yield is 30.5%. As a reaction SMILES: Br[C:2]1[CH:7]=[CH:6][CH:5]=[CH:4][C:3]=1[CH2:8][CH2:9][C:10]([N:12]([CH:22]([CH3:24])[CH3:23])[NH:13][C:14](=[O:21])[C:15]1[CH:20]=[CH:19][CH:18]=[CH:17][CH:16]=1)=[O:11].COCCOC.[CH:31]([C:34]1[CH:35]=[C:36](B(O)O)[CH:37]=[CH:38][CH:39]=1)([CH3:33])[CH3:32]>>[CH:31]([C:34]1[CH:39]=[C:38]([C:2]2[CH:7]=[CH:6][CH:5]=[CH:4][C:3]=2[CH2:8][CH2:9][C:10]([N:12]([CH:22]([CH3:24])[CH3:23])[NH:13][C:14](=[O:21])[C:15]2[CH:20]=[CH:19][CH:18]=[CH:17][CH:16]=2)=[O:11])[CH:37]=[CH:36][CH:35]=1)([CH3:33])[CH3:32]. Reported procedure: A solution of benzoic acid N′-[3-(2-bromo-phenyl)-propionyl]-N′-isopropyl-hydrazide (50 mg, 0.13 mmol) in DME (4 ml) 2M Na2CO3 (225 μL, 0.45 mmol) was treated with 3-isopropyl-phenylboronic acid (32 mg, 0.19 mmol) and Pd[PPh3]4 (15 mg, 0.013 mmol) for 18 hours at 90° C. The reaction mixture was partitioned between water and dichloromethane. The organic layer was washed with brine, dried over sodium sulfate, filtered, and concentrated. The crude was absorbed on silica and purified on a silica gel...